From a dataset of the Open Reaction Database (ORD), a public repository of structured organic reaction records. describe an organic reaction: reactants, conditions, products, and yield The reactants are COC=1C=C2C(=NC=NC2=CC1OC)C1CCNCC1 (6,7-dimethoxy-4-piperidin-4-yl-quinazoline), N(=C=O)C1=CC=C(C=C1)OC (1-isocyanato-4-methoxy-benzene). Solvent: CN(C)C=O (DMF). Yields the product COC1=CC=C(C=C1)NC(=O)N1CCC(CC1)C1=NC=NC2=CC(=C(C=C12)OC)OC (4-(6,7-Dimethoxy-quinazolin-4-yl)-piperidine-1-carboxylic acid (4-methoxy-phenyl)-amide). Yield: 55.7%. As a reaction SMILES: [CH3:1][O:2][C:3]1[CH:4]=[C:5]2[C:10](=[CH:11][C:12]=1[O:13][CH3:14])[N:9]=[CH:8][N:7]=[C:6]2[CH:15]1[CH2:20][CH2:19][NH:18][CH2:17][CH2:16]1.[N:21]([C:24]1[CH:29]=[CH:28][C:27]([O:30][CH3:31])=[CH:26][CH:25]=1)=[C:22]=[O:23]>CN(C=O)C>[CH3:31][O:30][C:27]1[CH:28]=[CH:29][C:24]([NH:21][C:22]([N:18]2[CH2:19][CH2:20][CH:15]([C:6]3[C:5]4[C:10](=[CH:11][C:12]([O:13][CH3:14])=[C:3]([O:2][CH3:1])[CH:4]=4)[N:9]=[CH:8][N:7]=3)[CH2:16][CH2:17]2)=[O:23])=[CH:25][CH:26]=1. Procedure details: To a solution of 6,7-dimethoxy-4-piperidin-4-yl-quinazoline (30 mg, 0.110 mmol), as prepared in Example 1d, in DMF (1 mL) was treated with 1-isocyanato-4-methoxy-benzene (24.5 mg, 0.164 mmol) at RT overnight. The reaction was then partitioned between EtOAc (10 mL) and H2O (10 mL). The organic phase was dried over Na2SO4 and concentrated in vacuo. Purification by prep tlc (1:9 MeOH/DCM) afforded the title compound as a yellow solid (25.9 mg, 56%). 1H NMR (300 MHz, CDCl3) δ 9.10 (s, 1H), 7.29 (m, ...